This data is from the Open Reaction Database (ORD), a public repository of structured organic reaction records. The task is: describe an organic reaction: reactants, conditions, products, and yield As a reaction SMILES: [Al+3:2].[H-:1].[H-:4].[H-:5].[H-:6].[Li+:3].[N+:7](=[O:8])([O-:9])[c:10]1[cH:11][cH:12][c:13]([CH2:14][CH:15]([NH2:16])[C:17](=[O:18])[OH:19])[cH:20][cH:21]1.[Na+:24].[O:25]1[CH2:26][CH2:27][CH2:28][CH2:29]1.[OH-:23].[OH2:22]>>[N+:7](=[O:8])([O-:9])[c:10]1[cH:11][cH:12][c:13]([CH2:14][CH:15]([NH2:16])[CH2:17][OH:18])[cH:20][cH:21]1. Starting materials: [Al+3], [H-], [H-], [H-], [H-], [Li+], NC(Cc1ccc([N+](=O)[O-])cc1)C(=O)O, [Na+], C1CCOC1, [OH-], O. Yields the product NC(CO)Cc1ccc([N+](=O)[O-])cc1. Reactants: CC(=O)OC(C)(C)C, [Li], COC(=O)c1cccc(-n2cncn2)c1. Yields the product CC(C)(C)OC(=O)CC(=O)c1cccc(-n2cncn2)c1. As a reaction SMILES: [C:16]([CH3:17])(=[O:18])[O:19][C:20]([CH3:21])([CH3:22])[CH3:23].[Li:24].[n:1]1(-[c:6]2[cH:7][c:8]([C:9]([O:11][CH3:10])=[O:12])[cH:13][cH:14][cH:15]2)[n:2][cH:3][n:4][cH:5]1>>[n:1]1(-[c:6]2[cH:7][c:8]([C:9](=[O:11])[CH2:17][C:16](=[O:18])[O:19][C:20]([CH3:21])([CH3:22])[CH3:23])[cH:13][cH:14][cH:15]2)[n:2][cH:3][n:4][cH:5]1. Reactants: N1(C=NC=C1)CCCN (3-Imidazol-1-yl-propylamine), N1C=CC2=CC(=CC=C12)C=O (1H-Indole-5-carbaldehyde), C[Si](C)(C)N=[N+]=[N-] (Trimethylsilylazide), ClC1=CC=C(C=C1)C[N+]#[C-] (1-Chloro-4-isocyanomethyl-benzene). The solvent is CO (methanol). Run at time 48 hour. Product: ClC1=CC=C(CN2N=NN=C2C(C=2C=C3C=CNC3=CC2)NCCCN2C=NC=C2)C=C1 ([[1-(4-Chloro-benzyl)-1H-tetrazol-5-yl]-(1H-indol-5-yl)-methyl]-(3-imidazol-1-yl-propyl)-amine). RXN SMILES: [N:1]1([CH2:6][CH2:7][CH2:8][NH2:9])[CH:5]=[CH:4][N:3]=[CH:2]1.[NH:10]1[C:18]2[C:13](=[CH:14][C:15]([CH:19]=O)=[CH:16][CH:17]=2)[CH:12]=[CH:11]1.C[Si]([N:25]=[N+:26]=[N-:27])(C)C.[Cl:28][C:29]1[CH:34]=[CH:33][C:32]([CH2:35][N+:36]#[C-:37])=[CH:31][CH:30]=1>CO>[Cl:28][C:29]1[CH:34]=[CH:33][C:32]([CH2:35][N:36]2[C:37]([CH:19]([NH:9][CH2:8][CH2:7][CH2:6][N:1]3[CH:5]=[CH:4][N:3]=[CH:2]3)[C:15]3[CH:14]=[C:13]4[C:18](=[CH:17][CH:16]=3)[NH:10][CH:11]=[CH:12]4)=[N:27][N:26]=[N:25]2)=[CH:31][CH:30]=1. Reported procedure: 3-Imidazol-1-yl-propylamine (1 mmol) and 1H-Indole-5-carbaldehyde (1 mmol) were combined in methanol (2 ml, dry). After 2 hours Trimethylsilylazide (5 mmol) and 1-Chloro-4-isocyanomethyl-benzene (1 mmol) was added. The reaction was stirred at room temperature for 48 h. After evaporation of the solvent the residue was purified with chromatographic methods. The reactants are FC1=C(C=CC=C1)C1=C2CC(NC2=CC=C1)=O (4-(2-fluorophenyl)-1,3-dihydro-indol-2-one), N1(CCCC1)CCNC(=O)C1=C(NC(=C1C)C=O)C (5-formyl-2,4-dimethyl-1H-pyrrole-3 carboxylic acid (2-pyrrolidin-1-yl-ethyl)-amide). Reagents/catalysts: N1CCCCC1 (piperidine). Solvent: C(C)O (ethanol). Conditions: time 3 day. The product is N1(CCCC1)CCNC(=O)C1=C(NC(=C1C)C=C1C(NC2=CC=CC(=C12)C1=C(C=CC=C1)F)=O)C (5-[4-(2-fluoro-phenyl)-2-oxo-1,2-dihydro-indol-3-ylidenemethyl]-2,4-dimethyl-1H-pyrrole-3-carboxylic acid (2-pyrrolidin-1-yl-ethyl)-amide). The yield is 52.9%. As a reaction SMILES: [F:1][C:2]1[CH:7]=[CH:6][CH:5]=[CH:4][C:3]=1[C:8]1[CH:16]=[CH:15][CH:14]=[C:13]2[C:9]=1[CH2:10][C:11](=[O:17])[NH:12]2.[N:18]1([CH2:23][CH2:24][NH:25][C:26]([C:28]2[C:32]([CH3:33])=[C:31]([CH:34]=O)[NH:30][C:29]=2[CH3:36])=[O:27])[CH2:22][CH2:21][CH2:20][CH2:19]1>C(O)C.N1CCCCC1>[N:18]1([CH2:23][CH2:24][NH:25][C:26]([C:28]2[C:32]([CH3:33])=[C:31]([CH:34]=[C:10]3[C:9]4[C:13](=[CH:14][CH:15]=[CH:16][C:8]=4[C:3]4[CH:4]=[CH:5][CH:6]=[CH:7][C:2]=4[F:1])[NH:12][C:11]3=[O:17])[NH:30][C:29]=2[CH3:36])=[O:27])[CH2:22][CH2:21][CH2:20][CH2:19]1. Procedure details: To a solution of 4-(2-fluorophenyl)-1,3-dihydro-indol-2-one (56.8 mg, 0.25 mmol) and 5-formyl-2,4-dimethyl-1H-pyrrole-3 carboxylic acid (2-pyrrolidin-1-yl-ethyl)-amide (68.5 mg, 0.26 mmol) in ethanol (2 mL) was added piperidine (3 drops). The reaction mixture was stirred at room temperature for three days. A yellow solid product was precipitated out, filtered, washed by ethanol for three times, and dried under high vacuum to provide pure product 5-[4-(2-fluoro-phenyl)-2-oxo-1,2-dihydro-indol-3-y... The reactants are C(C)(C)(C)OC(=O)N1C2(CC2)CN(CC1)C=1C2=C(N=CN1)NC=C2 (7-(7H-pyrrolo[2,3-d]pyrimidin-4-yl)-4,7-diazaspiro[2.5]octane-4-carboxylic acid tert-butyl ester), ClC1=C2C(=NC=C1OC)NC=C2 (4-chloro-5-methoxy-1H-pyrrolo[2,3-b]pyridine), C(C)(C)(C)OC(=O)N1C2(CC2)CNCC1 (4,7-diaza-spiro[2.5]octane-4-carboxylic acid tert-butyl ester). Product: C1CC12NCCN(C2)C2=C1C(=NC=C2OC)NC=C1 (4-(4,7-Diaza-spiro[2.5]oct-7-yl)-5-methoxy-1H-pyrrolo[2,3-b]pyridine). Reaction SMILES: C(OC([N:8]1[CH2:15][CH2:14][N:13]([C:16]2[C:17]3[CH:24]=[CH:23][NH:22][C:18]=3[N:19]=[CH:20]N=2)[CH2:12][C:9]21[CH2:11][CH2:10]2)=O)(C)(C)C.ClC1[C:31]([O:32][CH3:33])=CN=C2NC=CC=12.C(OC(N1CCNCC21CC2)=O)(C)(C)C>>[CH2:10]1[C:9]2([CH2:12][N:13]([C:16]3[C:31]([O:32][CH3:33])=[CH:20][N:19]=[C:18]4[NH:22][CH:23]=[CH:24][C:17]=34)[CH2:14][CH2:15][NH:8]2)[CH2:11]1. Procedure details: Prepared in a sequence similar to the sequence described for intermediates 1 and 2, starting from 4-chloro-5-methoxy-1H-pyrrolo[2,3-b]pyridine and 4,7-diaza-spiro[2.5]octane-4-carboxylic acid tert-butyl ester. Starting materials: CN (methylamine), C(C)(=O)N1CCC(CC1)=O (1-acetyl-4-oxopiperidine). The reagents and catalysts are [Pt]=O (platinum oxide). The solvent is C(C)O (ethanol), C(C)O (ethanol). The product is C(C)(=O)N1CCC(CC1)NC (1-acetyl-4-methylaminopiperidine). RXN SMILES: [CH3:1][NH2:2].[C:3]([N:6]1[CH2:11][CH2:10][C:9](=O)[CH2:8][CH2:7]1)(=[O:5])[CH3:4]>C(O)C.[Pt]=O>[C:3]([N:6]1[CH2:11][CH2:10][CH:9]([NH:2][CH3:1])[CH2:8][CH2:7]1)(=[O:5])[CH3:4]. Procedure: 9.9 g of methylamine in 50 ml of ethanol are added to 14.4 g of 1-acetyl-4-oxopiperidine in 100 ml of ethanol. The mixture is then hydrogenated in the presence of platinum oxide at room temperature and atmospheric pressure, filtered and evaporated. Product: CC1=CC=C(C=C1)S(=O)(=O)N1CCC2(CC1)C=CC1=CC=CC=C12 (1'-((4-Methylphenyl)SULFONYL)SPIRO(1H-INDENE-1,4'-PIPERIDINE)). Run in C(Cl)Cl (CH2Cl2). As a reaction SMILES: Cl.[NH:2]1[CH2:7][CH2:6][C:5]2([C:15]3[C:10](=[CH:11][CH:12]=[CH:13][CH:14]=3)[CH:9]=[CH:8]2)[CH2:4][CH2:3]1.[C:16]1([CH3:26])[CH:21]=[CH:20][C:19]([S:22](Cl)(=[O:24])=[O:23])=[CH:18][CH:17]=1>C(Cl)Cl.C(N(CC)CC)C>[CH3:26][C:16]1[CH:21]=[CH:20][C:19]([S:22]([N:2]2[CH2:7][CH2:6][C:5]3([C:15]4[C:10](=[CH:11][CH:12]=[CH:13][CH:14]=4)[CH:9]=[CH:8]3)[CH2:4][CH2:3]2)(=[O:24])=[O:23])=[CH:18][CH:17]=1 |f:0.1|. Procedure: Spiro(1H-indene-1,4'-piperidine)hydrochloride (65 mg, 293 μmol) and p-toluenesulfonyl chloride (61.9 mg, 325 μmol) were combined in CH2Cl2 and treated with triethylamine (2 drops). The mixture was stirred at ambient temperature for 1 hour, then poured onto a silica gel column and eluted with 35% hexane in CH2Cl2. The product fractions were combined and evaporated to dryness in vacuo to provide the title compound which was crystallized from ether, filtered and dried in vacuo overnight at ambient ... The reactants are Cl.N1CCC2(CC1)C=CC1=CC=CC=C12 (Spiro(1H-indene-1,4'-piperidine)hydrochloride), C1(=CC=C(C=C1)S(=O)(=O)Cl)C (p-toluenesulfonyl chloride). The reagents and catalysts are C(C)N(CC)CC (triethylamine). Reaction conditions: time 1 hour. Solvent: N1=CC=CC=C1 (pyridine). Reaction SMILES: [CH2:1]([O:8][C:9]1[C:10]2[CH2:21][C@:20]3([CH3:34])[C@@H:22]([CH3:33])[CH2:23][CH2:24][C@H:25]4[C:26]([CH3:32])([CH3:31])[C@@H:27]([OH:30])[CH2:28][CH2:29][C@@:19]34[O:18][C:11]=2[C:12]2[CH2:13][NH:14][CH2:15][C:16]=2[CH:17]=1)[C:2]1[CH:7]=[CH:6][CH:5]=[CH:4][CH:3]=1.[C:35]1(=[O:41])[O:40][C:38](=[O:39])[CH2:37][CH2:36]1>N1C=CC=CC=1>[CH2:1]([O:8][C:9]1[C:10]2[CH2:21][C@:20]3([CH3:34])[C@@H:22]([CH3:33])[CH2:23][CH2:24][C@H:25]4[C:26]([CH3:32])([CH3:31])[C@@H:27]([OH:30])[CH2:28][CH2:29][C@@:19]34[O:18][C:11]=2[C:12]2[CH2:13][N:14]([C:35](=[O:41])[CH2:36][CH2:37][C:38]([OH:40])=[O:39])[CH2:15][C:16]=2[CH:17]=1)[C:2]1[CH:3]=[CH:4][CH:5]=[CH:6][CH:7]=1. Conditions: time 1 hour. The reactants are C(C1=CC=CC=C1)OC=1C2=C(C=3CNCC3C1)O[C@]13[C@](C2)([C@H](CC[C@H]1C([C@H](CC3)O)(C)C)C)C ((6aR,7S,9aS,11S,13aS)-5-benzyloxy-2,3,6,6a,7,8,9,9a,10,11,12,13-dodecahydro-11-hydroxy-6a,7,10,10-tetramethyl-1H-benzo[8,8a][l]benzopyrano[2,3-e]isoindole), C1(CCC(=O)O1)=O (succinic anhydride), Ice water. Yields the product C(C1=CC=CC=C1)OC=1C2=C(C=3CN(CC3C1)C(CCC(=O)O)=O)O[C@]13[C@](C2)([C@H](CC[C@H]1C([C@H](CC3)O)(C)C)C)C ((6aR,7S,9aS,11S,13aS)-5-benzyloxy-2-(3-carboxy-1-oxopropyl)-2,3,6,6a,7,8,9,9a,10,11,12,13-dodecahydro-11-hydroxy-6a,7,10,10-tetramethyl-1H-benzo[8,8a][1]benzopyrano[2,3-e]isoindole). Isolated yield 102.4%. Procedure details: To a solution of Compound (33a) (38 mg, 0.08 mmol) in dry pyridine (0.4 ml) was added 16 mg (0.16 mmol) of succinic anhydride, and the mixture stirred for 1 hour at room temperature. Ice-water was added to the reaction, followed by extraction with ethyl acetate. The extract was washed with saturated brine, and dried over anhydrous sodium sulfate. After concentration under reduced pressure, the resulting residue was purified by silica gel column chromatography (silica gel 2.0 g; chloroform:methan... Starting materials: C1CCNCC1, CCO, Cc1c(N2CCN(c3ncccc3C#N)CC2)nc2c(C=O)cnn2c1NC1CC1, O=C1CNC(=O)N1, O. Yields the product Cc1c(N2CCN(c3ncccc3C#N)CC2)nc2c(C=C3NC(=O)NC3=O)cnn2c1NC1CC1. As a reaction SMILES: [CH2:38]1[CH2:39][CH2:40][NH:41][CH2:42][CH2:43]1.[CH3:44][CH2:45][OH:46].[CH:8]1([NH:11][c:12]2[c:13]([CH3:37])[c:14]([N:23]3[CH2:24][CH2:25][N:26]([c:29]4[c:30]([C:31]#[N:32])[cH:33][cH:34][cH:35][n:36]4)[CH2:27][CH2:28]3)[n:15][c:16]3[n:17]2[n:18][cH:19][c:20]3[CH:21]=[O:22])[CH2:9][CH2:10]1.[O:1]=[C:2]1[CH2:3][NH:4][C:5](=[O:6])[NH:7]1.[OH2:47]>>[O:1]=[C:2]1[C:3](=[CH:21][c:20]2[c:16]3[n:15][c:14]([N:23]4[CH2:24][CH2:25][N:26]([c:29]5[c:30]([C:31]#[N:32])[cH:33][cH:34][cH:35][n:36]5)[CH2:27][CH2:28]4)[c:13]([CH3:37])[c:12]([NH:11][CH:8]4[CH2:9][CH2:10]4)[n:17]3[n:18][cH:19]2)[NH:4][C:5](=[O:6])[NH:7]1.